This data is from the Open Reaction Database (ORD), a public repository of structured organic reaction records. The task is: describe an organic reaction: reactants, conditions, products, and yield Reactants: ClC=1N=C(C2=C(N1)SC=N2)NC2=CC(=C(C(=C2)OC)OC)OC (5-chloro-N-(3,4,5-trimethoxyphenyl)thiazolo[5,4-d]pyrimidin-7-amine), CC1(OB(OC1(C)C)C=1C=C(C(=O)N)C=CC1)C (3-(4,4,5,5-tetramethyl-1,3,2-dioxaborolan-2-yl)benzamide), C(=O)([O-])[O-].[Na+].[Na+] (Na2CO3). Reagents/catalysts: C=1C=CC(=CC1)[P](C=2C=CC=CC2)(C=3C=CC=CC3)[Pd]([P](C=4C=CC=CC4)(C=5C=CC=CC5)C=6C=CC=CC6)([P](C=7C=CC=CC7)(C=8C=CC=CC8)C=9C=CC=CC9)[P](C=1C=CC=CC1)(C=1C=CC=CC1)C=1C=CC=CC1 (Pd(PPh3)4). Run in O (water), O1CCOCC1 (dioxane). Conditions: temperature 97 celsius, time 16 hour. The product is COC=1C=C(C=C(C1OC)OC)NC=1C2=C(N=C(N1)C=1C=C(C(=O)N)C=CC1)SC=N2 (3-(7-(3,4,5-trimethoxyphenylamino)thiazolo[5,4-d]pyrimidin-5-yl)benzamide). Isolated yield 28.9%. As a reaction SMILES: Cl[C:2]1[N:3]=[C:4]([NH:11][C:12]2[CH:17]=[C:16]([O:18][CH3:19])[C:15]([O:20][CH3:21])=[C:14]([O:22][CH3:23])[CH:13]=2)[C:5]2[N:10]=[CH:9][S:8][C:6]=2[N:7]=1.CC1(C)C(C)(C)OB([C:32]2[CH:33]=[C:34]([CH:38]=[CH:39][CH:40]=2)[C:35]([NH2:37])=[O:36])O1.C([O-])([O-])=O.[Na+].[Na+]>O.O1CCOCC1.C1C=CC([P]([Pd]([P](C2C=CC=CC=2)(C2C=CC=CC=2)C2C=CC=CC=2)([P](C2C=CC=CC=2)(C2C=CC=CC=2)C2C=CC=CC=2)[P](C2C=CC=CC=2)(C2C=CC=CC=2)C2C=CC=CC=2)(C2C=CC=CC=2)C2C=CC=CC=2)=CC=1>[CH3:23][O:22][C:14]1[CH:13]=[C:12]([NH:11][C:4]2[C:5]3[N:10]=[CH:9][S:8][C:6]=3[N:7]=[C:2]([C:32]3[CH:33]=[C:34]([CH:38]=[CH:39][CH:40]=3)[C:35]([NH2:37])=[O:36])[N:3]=2)[CH:17]=[C:16]([O:18][CH3:19])[C:15]=1[O:20][CH3:21] |f:2.3.4,^1:58,60,79,98|. Procedure: To a stirred solution of 5-chloro-N-(3,4,5-trimethoxyphenyl)thiazolo[5,4-d]pyrimidin-7-amine (337 mg, 0.95 mmol), 3-(4,4,5,5-tetramethyl-1,3,2-dioxaborolan-2-yl)benzamide (190 mg, 1.15 mmol) and Na2CO3 (347 mg, 3.27 mmol) in 2 mL of water and 50 mL of dioxane was added Pd(PPh3)4 (100 mg, 0.086 mmol) in one portion at room temperature under nitrogen. Then the mixture was stirred at 97° C. for 16 hours under nitrogen. The solvent was evaporated at 40° C. at reduced pressure and the residue was pur... Starting materials: NC1=C(C=C(C=C1)Cl)[C@](C(F)(F)F)(C#CC1CC1)O ((2S)-2-(2-amino-5-chlorophenyl)-4-cyclopropyl-1,1,1-trifluorobut-3-yn-2-ol), ClC(=O)[O-] (chloroformate), alkyl carbamate, amine, intermediate ( II ), ClC(=O)[O-] (chloroformate). Product: C1=CC2=C(C=C1Cl)[C@@](OC(=O)N2)(C#CC3CC3)C(F)(F)F (Efavirenz). Reaction SMILES: [NH2:1][C:2]1[CH:7]=[CH:6][C:5]([Cl:8])=[CH:4][C:3]=1[C@@:9]([OH:19])([C:14]#[C:15][CH:16]1[CH2:18][CH2:17]1)[C:10]([F:13])([F:12])[F:11].Cl[C:21]([O-])=[O:22]>>[CH:6]1[C:5]([Cl:8])=[CH:4][C:3]2[C@:9]([C:10]([F:13])([F:11])[F:12])([C:14]#[C:15][CH:16]3[CH2:18][CH2:17]3)[O:19][C:21]([NH:1][C:2]=2[CH:7]=1)=[O:22]. Procedure details: This intermediate, (2S)-2-(2-amino-5-chlorophenyl)-4-cyclopropyl-1,1,1-trifluorobut-3-yn-2-ol, as a free base, is reacted with a chloroformate derivative in basic conditions to give, after 1 to 6 hours reaction, an alkyl carbamate intermediate (reaction of the amine moiety of intermediate (II) with the chloroformate derivative) that is then cyclized to yield Efavirenz.